The task is: describe an organic reaction: reactants, conditions, products, and yield. This data is from the Open Reaction Database (ORD), a public repository of structured organic reaction records. Starting materials: COC=1C=CC2=C(N=CS2)C1 (5-methoxybenzo[d]thiazole), I (hydroiodic acid). Solvent: O (water). Yields the product S1C=NC2=C1C=CC(=C2)O (benzo[d]thiazol-5-ol). Isolated yield 82.6%. As a reaction SMILES: C[O:2][C:3]1[CH:4]=[CH:5][C:6]2[S:10][CH:9]=[N:8][C:7]=2[CH:11]=1.I>O>[S:10]1[C:6]2[CH:5]=[CH:4][C:3]([OH:2])=[CH:11][C:7]=2[N:8]=[CH:9]1. Procedure: A mixture of intermediate 24 (272 mg, 1.65 mmol) and hydroiodic acid (45%, 2 mL) was heated to reflux for 5 h. The mixture was diluted with water and filtered. The filtrate was neutralized and the solids were filtered, washed with water, and combined to give benzo[d]thiazol-5-ol (intermediate 25) (206 mg, 83%). HPLC: 99%, RT 2.038 min. MS (ESI) m/z 152.1 [M+H]+. Starting materials: CN(CCO)C1=CC=C(C=C1)[Sn](C)(C)C (2-(methyl(4-(trimethylstannyl)phenyl)amino)ethanol), ClC1=CC2=NC=CN=C2C(=N1)NC[C@@H]1CN(CCO1)C(=O)OC(C)(C)C ((R)-tert-butyl 2-((7-chloropyrido[4,3-b]pyrazin-5-ylamino)methyl)morpholine-4-carboxylate). The reagents and catalysts are C=1C=CC(=CC1)[P](C=2C=CC=CC2)(C=3C=CC=CC3)[Pd]([P](C=4C=CC=CC4)(C=5C=CC=CC5)C=6C=CC=CC6)([P](C=7C=CC=CC7)(C=8C=CC=CC8)C=9C=CC=CC9)[P](C=1C=CC=CC1)(C=1C=CC=CC1)C=1C=CC=CC1 (tetrakis(triphenylphosphine)palladium). Run in C1(=CC=CC=C1)C (toluene). Product: OCCN(C1=CC=C(C=C1)C1=CC2=NC=CN=C2C(=N1)NC[C@@H]1CN(CCO1)C(=O)OC(C)(C)C)C ((R)-tert-butyl 2-((7-(4-((2-hydroxyethyl)(methyl)amino)phenyl)pyrido[4,3-b]pyrazin-5-ylamino)methyl)morpholine-4-carboxylate). Reaction SMILES: [CH3:1][N:2]([C:6]1[CH:11]=[CH:10][C:9]([Sn](C)(C)C)=[CH:8][CH:7]=1)[CH2:3][CH2:4][OH:5].Cl[C:17]1[N:26]=[C:25]([NH:27][CH2:28][C@H:29]2[O:34][CH2:33][CH2:32][N:31]([C:35]([O:37][C:38]([CH3:41])([CH3:40])[CH3:39])=[O:36])[CH2:30]2)[C:24]2[C:19](=[N:20][CH:21]=[CH:22][N:23]=2)[CH:18]=1>C1(C)C=CC=CC=1.C1C=CC([P]([Pd]([P](C2C=CC=CC=2)(C2C=CC=CC=2)C2C=CC=CC=2)([P](C2C=CC=CC=2)(C2C=CC=CC=2)C2C=CC=CC=2)[P](C2C=CC=CC=2)(C2C=CC=CC=2)C2C=CC=CC=2)(C2C=CC=CC=2)C2C=CC=CC=2)=CC=1>[OH:5][CH2:4][CH2:3][N:2]([CH3:1])[C:6]1[CH:11]=[CH:10][C:9]([C:17]2[N:26]=[C:25]([NH:27][CH2:28][C@H:29]3[O:34][CH2:33][CH2:32][N:31]([C:35]([O:37][C:38]([CH3:41])([CH3:40])[CH3:39])=[O:36])[CH2:30]3)[C:24]3[C:19](=[N:20][CH:21]=[CH:22][N:23]=3)[CH:18]=2)=[CH:8][CH:7]=1 |^1:52,54,73,92|. Procedure: 2-(methyl(4-(trimethylstannyl)phenyl)amino)ethanol (223 mg, 0.713 mmol), (R)-tert-butyl 2-((7-chloropyrido[4,3-b]pyrazin-5-ylamino)methyl)morpholine-4-carboxylate (246 mg, 0.648 mmol), tetrakis(triphenylphosphine)palladium (150 mg, 0.13 mmol) was mixed in toluene, reacted at 100° C. overnight. Then it was filtrated and concentrated, purified by flash chromatography (PE: EA=2:1 to 1:1) to give crude product as a reddish-brown oil. And it was used without further purification. The reactants are O.[OH-].[Li+] (lithium hydroxide monohydrate), COC(=O)C1=CN(C2=CC=CC=C12)C1=CC=NC2=C(C=CC=C12)C(F)(F)F (3-methoxycarbonyl-1-(8-(trifluoromethyl)quinol-4-yl)-1H-indole). Solvent: O (water), O (water), O1CCCC1 (tetrahydrofuran). Yields the product C(=O)(O)C1=CN(C2=CC=CC=C12)C1=CC=NC2=C(C=CC=C12)C(F)(F)F (3-Carboxy-1-(8-(trifluoromethyl)quinol-4-yl)-1H-indole). As a reaction SMILES: O.[OH-].[Li+].C[O:5][C:6]([C:8]1[C:16]2[C:11](=[CH:12][CH:13]=[CH:14][CH:15]=2)[N:10]([C:17]2[C:26]3[C:21](=[C:22]([C:27]([F:30])([F:29])[F:28])[CH:23]=[CH:24][CH:25]=3)[N:20]=[CH:19][CH:18]=2)[CH:9]=1)=[O:7]>O1CCCC1.O>[C:6]([C:8]1[C:16]2[C:11](=[CH:12][CH:13]=[CH:14][CH:15]=2)[N:10]([C:17]2[C:26]3[C:21](=[C:22]([C:27]([F:30])([F:28])[F:29])[CH:23]=[CH:24][CH:25]=3)[N:20]=[CH:19][CH:18]=2)[CH:9]=1)([OH:7])=[O:5] |f:0.1.2|. Procedure details: 0.32 g (7.62 mmol) of lithium hydroxide monohydrate and 8 cm3 of water are added to 0.94 g (2.54 mmol) of 3-methoxycarbonyl-1-(8-(trifluoromethyl)quinol-4-yl)-1H-indole dissolved in 8 cm3 of tetrahydrofuran. After stirring at reflux for 15 hours, the reaction mixture is concentrated to dryness under reduced pressure (2.7 kPa) to give a residue which is taken up in 20 cm3 of water (pH=10). The resulting aqueous solution is washed with 30 cm3 of ethyl acetate, adjusted to pH 6 with N hydrochloric ... Reactants: CC1CN(CCC1)C=1OC(=C(N1)C(F)(F)F)C(=O)NC=1C=CC(=NC1)N1CC(N(CC1)CC=1C=C(C(=O)OC)C=CC1)=O (methyl 3-((4-(5-(2-(3-methylpiperidin-1-yl)-4-(trifluoromethyl)oxazole-5-carboxamido)pyridin-2-yl)-2-oxopiperazin-1-yl)methyl)benzoate), ClC1=C(C(=CC(=C1)Cl)Cl)S(=O)(=O)Cl (2,4,6-trichlorophenylsulfonyl chloride). Reported procedure: Compound 152 was prepared by the general procedure for compound 8, by using compound C-3 and 2,4,6-trichlorophenylsulfonyl chloride as the starting materials. LCMS (ESI) Rt=4.56 min, [M+1]+ 669.4. The product is N1(CCCCC1)C=1OC(=C(N1)C(F)(F)F)C(=O)NC=1C=NC(=CC1)N1CCN(CC1)S(=O)(=O)C1=C(C=C(C=C1Cl)Cl)Cl (2-(Piperidin-1-yl)-N-(6-(4-(2,4,6-trichlorophenylsulfonyl)piperazin-1-yl)pyridin-3-yl)-4-(trifluoromethyl)oxazole-5-carboxamide). Reaction SMILES: C[CH:2]1[CH2:7][CH2:6][CH2:5][N:4]([C:8]2[O:9][C:10]([C:17]([NH:19][C:20]3[CH:21]=[CH:22][C:23]([N:26]4[CH2:31][CH2:30][N:29](CC5C=C(C=CC=5)C(OC)=O)[C:28](=O)[CH2:27]4)=[N:24][CH:25]=3)=[O:18])=[C:11]([C:13]([F:16])([F:15])[F:14])[N:12]=2)[CH2:3]1.[Cl:44][C:45]1[CH:50]=[C:49]([Cl:51])[CH:48]=[C:47]([Cl:52])[C:46]=1[S:53](Cl)(=[O:55])=[O:54]>>[N:4]1([C:8]2[O:9][C:10]([C:17]([NH:19][C:20]3[CH:25]=[N:24][C:23]([N:26]4[CH2:31][CH2:30][N:29]([S:53]([C:46]5[C:47]([Cl:52])=[CH:48][C:49]([Cl:51])=[CH:50][C:45]=5[Cl:44])(=[O:55])=[O:54])[CH2:28][CH2:27]4)=[CH:22][CH:21]=3)=[O:18])=[C:11]([C:13]([F:14])([F:16])[F:15])[N:12]=2)[CH2:3][CH2:2][CH2:7][CH2:6][CH2:5]1.